Dataset: the Open Reaction Database (ORD), a public repository of structured organic reaction records. Task: describe an organic reaction: reactants, conditions, products, and yield Reactants: BrC=1C=C2CCC(C2=CC1)C(C(=O)OCC)=C (Ethyl 2-(5-bromo-2,3-dihydro-1H-inden-1-yl)acrylate), [OH-].[Na+] (sodium hydroxide). The solvent is CC(=O)C (acetone). The product is BrC=1C=C2CCC(C2=CC1)C(C(=O)O)=C (2-(5-Bromo-2,3-dihydro-1H-inden-1-yl)acrylic Acid). As a reaction SMILES: [Br:1][C:2]1[CH:3]=[C:4]2[C:8](=[CH:9][CH:10]=1)[CH:7]([C:11](=[CH2:17])[C:12]([O:14]CC)=[O:13])[CH2:6][CH2:5]2.[OH-].[Na+]>CC(C)=O>[Br:1][C:2]1[CH:3]=[C:4]2[C:8](=[CH:9][CH:10]=1)[CH:7]([C:11](=[CH2:17])[C:12]([OH:14])=[O:13])[CH2:6][CH2:5]2 |f:1.2|. Procedure: The ester obtained in Step D (76.18 mmol) and 57.1 ml of 2N sodium hydroxide (114.27 mmol, 1.5 eq.) are stirred in 240 ml of acetone at room temperature for 24 hours. The solvents are removed by evaporation and the residue is taken up in water. The aqueous phase is extracted with ether and then rendered acidic with 3N HCl and finally extracted with ether. The organic phase is washed with water, with saturated NaCl, dried over Na2SO4 and then concentrated under reduced pressure to yield the title...